describe an organic reaction: reactants, conditions, products, and yield From a dataset of the Open Reaction Database (ORD), a public repository of structured organic reaction records. The reactants are CCOC(=O)Cc1ccc(OC)c(-c2cc3ccccc3nc2CNCc2ccccc2)c1, O=C(Cl)C1CC1. Yields the product CCOC(=O)Cc1ccc(OC)c(-c2cc3ccccc3nc2CN(Cc2ccccc2)C(=O)C2CC2)c1. RXN SMILES: [CH2:1]([CH3:2])[O:3][C:4]([CH2:5][c:6]1[cH:7][c:8](-[c:14]2[c:15]([CH2:24][NH:25][CH2:26][c:27]3[cH:28][cH:29][cH:30][cH:31][cH:32]3)[n:16][c:17]3[cH:18][cH:19][cH:20][cH:21][c:22]3[cH:23]2)[c:9]([O:12][CH3:13])[cH:10][cH:11]1)=[O:33].[CH:34]1([C:37](=[O:38])[Cl:39])[CH2:35][CH2:36]1>>[CH2:1]([CH3:2])[O:3][C:4]([CH2:5][c:6]1[cH:7][c:8](-[c:14]2[c:15]([CH2:24][N:25]([CH2:26][c:27]3[cH:28][cH:29][cH:30][cH:31][cH:32]3)[C:37]([CH:34]3[CH2:35][CH2:36]3)=[O:38])[n:16][c:17]3[cH:18][cH:19][cH:20][cH:21][c:22]3[cH:23]2)[c:9]([O:12][CH3:13])[cH:10][cH:11]1)=[O:33].